Dataset: the Open Reaction Database (ORD), a public repository of structured organic reaction records. Task: describe an organic reaction: reactants, conditions, products, and yield Starting materials: resultant mixture, C(CCC)[B-](C1=CC=CC=C1)(C1=CC=CC=C1)C1=CC=CC=C1.[Li+] (lithium butyltriphenylborate), [Br-].C(C)(C)(C)[S+](CC(=O)C1=CC=CC=C1)C(C)(C)C (di-tert-butylphenacylsulfonium bromide). Run in O (water), O (water). The product is C(C)(C)(C)[S+](CC(=O)C1=CC=CC=C1)C(C)(C)C.C(CCC)[B-](C1=CC=CC=C1)(C1=CC=CC=C1)C1=CC=CC=C1 (di-tert-butylphenacylsulfonium butyltriphenylborate). The yield is 87.2%. Reaction SMILES: [CH2:1]([B-:5]([C:18]1[CH:23]=[CH:22][CH:21]=[CH:20][CH:19]=1)([C:12]1[CH:17]=[CH:16][CH:15]=[CH:14][CH:13]=1)[C:6]1[CH:11]=[CH:10][CH:9]=[CH:8][CH:7]=1)[CH2:2][CH2:3][CH3:4].[Li+].[Br-].[C:26]([S+:30]([C:40]([CH3:43])([CH3:42])[CH3:41])[CH2:31][C:32]([C:34]1[CH:39]=[CH:38][CH:37]=[CH:36][CH:35]=1)=[O:33])([CH3:29])([CH3:28])[CH3:27]>O>[C:40]([S+:30]([C:26]([CH3:29])([CH3:28])[CH3:27])[CH2:31][C:32]([C:34]1[CH:35]=[CH:36][CH:37]=[CH:38][CH:39]=1)=[O:33])([CH3:42])([CH3:43])[CH3:41].[CH2:1]([B-:5]([C:18]1[CH:23]=[CH:22][CH:21]=[CH:20][CH:19]=1)([C:6]1[CH:7]=[CH:8][CH:9]=[CH:10][CH:11]=1)[C:12]1[CH:17]=[CH:16][CH:15]=[CH:14][CH:13]=1)[CH2:2][CH2:3][CH3:4] |f:0.1,2.3,5.6|. Reported procedure: An aqueous solution of 5.59 g of lithium butyltriphenylborate in 100 ml of water was added to an aqueous solution of 6.30 g of di-tert-butylphenacylsulfonium bromide in 150 ml of water, and the resultant mixture was stirred at room temperature for 30 minutes. Then, the reaction mixture was filtered, and the resultant crystal was washed with water and dried to give 8.98 g of di-tert-butylphenacylsulfonium-butyltriphenylborate as a white crystal. Reactants: [NH4+].[Cl-] (NH4Cl), ClC1=C(OCC=2SC=CN2)C=CC(=C1)[N+](=O)[O-] (2-(2-chloro-4-nitro-phenoxymethyl)-thiazole). The reagents and catalysts are [Zn] (Zn). The solvent is CO (MeOH). Run at time 2 hour. Yields the product ClC=1C=C(C=CC1OCC=1SC=CN1)N (3-chloro-4-(thiazol-2-ylmethoxy)-phenylamine). Isolated yield 77.0%. RXN SMILES: [Cl:1][C:2]1[CH:14]=[C:13]([N+:15]([O-])=O)[CH:12]=[CH:11][C:3]=1[O:4][CH2:5][C:6]1[S:7][CH:8]=[CH:9][N:10]=1.[NH4+].[Cl-]>[Zn].CO>[Cl:1][C:2]1[CH:14]=[C:13]([NH2:15])[CH:12]=[CH:11][C:3]=1[O:4][CH2:5][C:6]1[S:7][CH:8]=[CH:9][N:10]=1 |f:1.2|. Reported procedure: 3-Chloro-4-(thiazol-2-ylmethoxy)-phenylamine is prepared by added Zn dust (55.9 g, 856 mmol) to a mixture of 2-(2-chloro-4-nitro-phenoxymethyl)-thiazole (47.0 g, 190 mmol) in 5:1 MeOH:saturated aqueous NH4Cl solution (600 ml). After 2 h, the reaction mixture is filtered, and the filtrate concentrated. The resulting solid is triturated with water to give 3-chloro-4-(thiazol-2-ylmethoxy)-phenylamine (35.2 g, 85%). Starting materials: ClC=1C=CC(=C(C1)C1=CC(N(C=C1OC)C(C(=O)NC1=CC=C(C(=O)OC(C)(C)C)C=C1)CC1CCC1)=O)C#N (tert-butyl 4-({2-[4-(5-chloro-2-cyanophenyl)-5-methoxy-2-oxopyridin-1(2H)-yl]-3-cyclobutylpropanoyl}amino)benzoate), C(=O)(C(F)(F)F)O (TFA). Yields the product ClC=1C=CC(=C(C1)C1=CC(N(C=C1OC)C(C(=O)NC1=CC=C(C(=O)O)C=C1)CC1CCC1)=O)C#N (4-({2-[4-(5-Chloro-2-cyanophenyl)-5-methoxy-2-oxopyridin-1(2H)-yl]-3-cyclobutylpropanoyl}amino)benzoic acid). RXN SMILES: [Cl:1][C:2]1[CH:3]=[CH:4][C:5]([C:39]#[N:40])=[C:6]([C:8]2[C:13]([O:14][CH3:15])=[CH:12][N:11]([CH:16]([CH2:33][CH:34]3[CH2:37][CH2:36][CH2:35]3)[C:17]([NH:19][C:20]3[CH:32]=[CH:31][C:23]([C:24]([O:26]C(C)(C)C)=[O:25])=[CH:22][CH:21]=3)=[O:18])[C:10](=[O:38])[CH:9]=2)[CH:7]=1.C(O)(C(F)(F)F)=O>>[Cl:1][C:2]1[CH:3]=[CH:4][C:5]([C:39]#[N:40])=[C:6]([C:8]2[C:13]([O:14][CH3:15])=[CH:12][N:11]([CH:16]([CH2:33][CH:34]3[CH2:35][CH2:36][CH2:37]3)[C:17]([NH:19][C:20]3[CH:32]=[CH:31][C:23]([C:24]([OH:26])=[O:25])=[CH:22][CH:21]=3)=[O:18])[C:10](=[O:38])[CH:9]=2)[CH:7]=1. Reported procedure: 64 mg (purity 86%, 0.10 mmol) of tert-butyl 4-({2-[4-(5-chloro-2-cyanophenyl)-5-methoxy-2-oxopyridin-1(2H)-yl]-3-cyclobutylpropanoyl}amino)benzoate (racemate) were hydrolysed with TFA according to General Method 2. Yield: 33 mg (67% of theory) As a reaction SMILES: [CH3:20][O:21][c:22]1[cH:23][cH:24][c:25]([B:28]([OH:29])[OH:30])[cH:26][cH:27]1.[F:1][C:2]([F:3])([F:4])[S:5]([O:6][c:7]1[c:8]([CH2:16][CH3:17])[cH:9][c:10]([CH2:13][C:14]#[N:15])[cH:11][cH:12]1)(=[O:18])=[O:19].[Na+:31].[Na+:32].[O-:33][C:34](=[O:35])[O-:36]>>[c:7]1(-[c:25]2[cH:24][cH:23][c:22]([O:21][CH3:20])[cH:27][cH:26]2)[c:8]([CH2:16][CH3:17])[cH:9][c:10]([CH2:13][C:14]#[N:15])[cH:11][cH:12]1. The product is CCc1cc(CC#N)ccc1-c1ccc(OC)cc1. Reactants: COc1ccc(B(O)O)cc1, CCc1cc(CC#N)ccc1OS(=O)(=O)C(F)(F)F, [Na+], [Na+], O=C([O-])[O-]. The reactants are C(C=C)NC1=CC=C(C=C1)CC(=O)O (4-(allylamino)phenylacetic acid), C(C(O)C)(=O)O (lactic acid), C=1(C(=CC=CC1)S(=O)(=O)O)C (toluenesulfonic acid). Run in C1(=CC=CC=C1)C (toluene). Product: C(C=C)NC1=CC=C(C=C1)CC(=O)OC(C)C(=O)O (1-carboxyethyl 4-(allylamino)phenylacetate). As a reaction SMILES: [CH2:1]([NH:4][C:5]1[CH:10]=[CH:9][C:8]([CH2:11][C:12]([OH:14])=[O:13])=[CH:7][CH:6]=1)[CH:2]=[CH2:3].[C:15]([OH:20])(=[O:19])[CH:16]([CH3:18])O.C1(C)C(S(O)(=O)=O)=CC=CC=1>C1(C)C=CC=CC=1>[CH2:1]([NH:4][C:5]1[CH:10]=[CH:9][C:8]([CH2:11][C:12]([O:14][CH:16]([C:15]([OH:20])=[O:19])[CH3:18])=[O:13])=[CH:7][CH:6]=1)[CH:2]=[CH2:3]. Reported procedure: A flask containing 10.0 g. 4-(allylamino)phenylacetic acid, 3.3 g. lactic acid, 500 mg. toluenesulfonic acid and 500 ml. toluene equipped with a Soxhlet extractor charged with activated 4 A Linde molecular sieves. The solution is refluxed for 24 hours during which time the Soxhlet extractor is charged twice more with fresh sieves. The hot solution is filtered and left to cool, whereupon 1-carboxyethyl 4-(allylamino)phenylacetate separates as off-white crystals.